describe an organic reaction: reactants, conditions, products, and yield From a dataset of the Open Reaction Database (ORD), a public repository of structured organic reaction records. Reactants: ClC1=C(C=C(C(=C1)OC)[N+](=O)[O-])I (1-chloro-2-iodo-5-methoxy-4-nitrobenzene), ice water. Reagents/catalysts: [Fe] (Fe). The solvent is C(C)(=O)O (acetic acid), O (water). Reaction conditions: temperature 50 celsius, time 2 hour. Product: ClC1=CC(=C(C=C1I)N)OC (4-Chloro-5-iodo-2-methoxybenzenamine). The yield is 85.0%. Reaction SMILES: [Cl:1][C:2]1[CH:7]=[C:6]([O:8][CH3:9])[C:5]([N+:10]([O-])=O)=[CH:4][C:3]=1[I:13]>C(O)(=O)C.O.[Fe]>[Cl:1][C:2]1[C:3]([I:13])=[CH:4][C:5]([NH2:10])=[C:6]([O:8][CH3:9])[CH:7]=1. Reported procedure: To a solution of 1-chloro-2-iodo-5-methoxy-4-nitrobenzene (113 g, 0.361 mol) in acetic acid (1 L) and water (50 mL) at 50° C., Fe (50.5 g, 0.903 mol) was added and the resulting mixture was stirred at 50° C. for 2 h. The mixture was allowed to cool to room temperature and then poured into ice-water. The precipitate was collected by filtration and rinsed with water. This crude product was dissolved with ethyl acetate (1 L) and filtered. The filtrate was washed with saturated NaHCO3 solution and b... Starting materials: N1=CC=CC=C1 (Pyridine), ClC1=CC=C(C=C1)S(=O)(=O)Cl (4-chlorobenzenesulfonyl chloride), NC1=NC2=CC=CC(=C2C=C1)Cl (2-amino-5-chloroquinoline). The solvent is O (water). Reaction conditions: time 3 day. Yields the product ClC1=CC=C(C=C1)S(=O)(=O)NC1=NC2=CC=CC(=C2C=C1)Cl (4-Chloro-N-(5-chloroquinolin-2-yl)-benzenesulfonamide). Isolated yield 8.5%. As a reaction SMILES: N1C=CC=CC=1.[Cl:7][C:8]1[CH:13]=[CH:12][C:11]([S:14](Cl)(=[O:16])=[O:15])=[CH:10][CH:9]=1.[NH2:18][C:19]1[CH:28]=[CH:27][C:26]2[C:21](=[CH:22][CH:23]=[CH:24][C:25]=2[Cl:29])[N:20]=1>O>[Cl:7][C:8]1[CH:13]=[CH:12][C:11]([S:14]([NH:18][C:19]2[CH:28]=[CH:27][C:26]3[C:21](=[CH:22][CH:23]=[CH:24][C:25]=3[Cl:29])[N:20]=2)(=[O:16])=[O:15])=[CH:10][CH:9]=1. Procedure details: Pyridine (1 ml) and 4-chlorobenzenesulfonyl chloride (255 mg) were added to 2-amino-5-chloroquinoline (119 mg, Preparation Example 2) at room temperature. After stirring at room temperature for 3 days, water was added thereto and the mixture was extracted with ethyl acetate. The ethyl acetate layer was dried over sodium sulfate and concentrated. Then, the resulting solid was washed with methanol, to give the title compound (20 mg). Reactants: C(CCC)OC1=C(C=O)C=CC(=C1)N(CC)CC (2-butoxy-4-diethylaminobenzaldehyde), CN(C=1C=C(C(=O)O)C=CC1)C (m-dimethylaminobenzoic acid). Procedure: Employing a procedure similar to that described in Example 1, part A above, 13.3 g of 2-butoxy-4-diethylaminobenzaldehyde and 9.7 g of m-dimethylaminobenzoic acid were refluxed in acetic anhydride to obtain 3-(2-butoxy-4-diethylaminophenyl)-6-dimethylaminophthalide (Formula I: R=CH3 ; X=Z=H; Y=2-C4H9O-4-(C2H5)2NC6H3) as a tarry residue. Yields the product C(CCC)OC1=C(C=CC(=C1)N(CC)CC)C1OC(=O)C2=CC(=CC=C12)N(C)C (3-(2-butoxy-4-diethylaminophenyl)-6-dimethylaminophthalide). The solvent is C(C)(=O)OC(C)=O (acetic anhydride). As a reaction SMILES: [CH2:1]([O:5][C:6]1[CH:13]=[C:12]([N:14]([CH2:17][CH3:18])[CH2:15][CH3:16])[CH:11]=[CH:10][C:7]=1[CH:8]=[O:9])[CH2:2][CH2:3][CH3:4].[CH3:19][N:20]([CH3:30])[C:21]1[CH:22]=[C:23]([CH:27]=[CH:28][CH:29]=1)[C:24](O)=[O:25]>C(OC(=O)C)(=O)C>[CH2:1]([O:5][C:6]1[CH:13]=[C:12]([N:14]([CH2:15][CH3:16])[CH2:17][CH3:18])[CH:11]=[CH:10][C:7]=1[CH:8]1[C:27]2[C:23](=[CH:22][C:21]([N:20]([CH3:30])[CH3:19])=[CH:29][CH:28]=2)[C:24](=[O:25])[O:9]1)[CH2:2][CH2:3][CH3:4]. The reactants are CCOC(C)=O, CO, COC=O, COC(=O)C1OC1c1ccc(F)cc1F, [N-]=[N+]=[N-], [Na+], O, O. Product: COC(=O)C(O)C(N=[N+]=[N-])c1ccc(F)cc1F. Reaction SMILES: [CH3:24][CH2:25][O:26][C:27](=[O:28])[CH3:29].[CH3:31][OH:32].[CH:1]([O:2][CH3:3])=[O:4].[F:9][c:10]1[c:11]([CH:17]2[CH:18]([C:19](=[O:20])[O:21][CH3:22])[O:23]2)[cH:12][cH:13][c:14]([F:16])[cH:15]1.[N-:6]=[N+:7]=[N-:8].[Na+:5].[OH2:30].[OH2:33]>>[N:6](=[N+:7]=[N-:8])[CH:17]([c:11]1[c:10]([F:9])[cH:15][c:14]([F:16])[cH:13][cH:12]1)[CH:18]([C:19](=[O:20])[O:21][CH3:22])[OH:23]. Reactants: C(CC(=O)OCC)(=O)OCC (diethyl malonate), [O-]CC.[Na+] (sodium ethoxide), Na, CS(=O)(=O)OCCC1=C(C=CC=C1)C (2-methylphenethyl alcohol methanesulphonate). Run in CCO (EtOH). Conditions: time 30 minute. Product: C(C)OC(C(C(=O)OCC)CCC1=C(C=CC=C1)C)=O (2-(2-o-Tolyl-ethyl)-malonic Acid Diethyl Ester). RXN SMILES: [C:1]([O:9][CH2:10][CH3:11])(=[O:8])[CH2:2][C:3]([O:5][CH2:6][CH3:7])=[O:4].[O-]CC.[Na+].CS(O[CH2:21][CH2:22][C:23]1[CH:28]=[CH:27][CH:26]=[CH:25][C:24]=1[CH3:29])(=O)=O>CCO>[CH2:10]([O:9][C:1](=[O:8])[CH:2]([CH2:21][CH2:22][C:23]1[CH:28]=[CH:27][CH:26]=[CH:25][C:24]=1[CH3:29])[C:3]([O:5][CH2:6][CH3:7])=[O:4])[CH3:11] |f:1.2|. Procedure: 33.9 mL (0.223 mol) of diethyl malonate were added, under a nitrogen atmosphere and at room temperature, to a solution of sodium ethoxide (prepared in situ by dissolving 2.6 g (0.0151 mol) of Na in 80 mL of absolute EtOH). After 30 min, 14.5 g (0.0677 mol) of 2-methylphenethyl alcohol methanesulphonate dissolved in 40 mL of abs. EtOH were added dropwise and the resulting solution was heated to reflux for 3 h. EtOH was removed in vacuo, the residue was taken up in water and extracted with Et2O. T... The reactants are C(CCCCCCCCCCCCCCC)NC1=CC=C(C(=O)O)C=C1 (4-(n-hexadecylamino)benzoic acid), B(F)(F)F.CCOCC (boron trifluoride etherate), ice. The solvent is CO (methanol). Yields the product C(CCCCCCCCCCCCCCC)NC1=CC=C(C(=O)OC)C=C1 (methyl 4-(n-hexadecylamino)benzoate). RXN SMILES: [CH2:1]([NH:17][C:18]1[CH:26]=[CH:25][C:21]([C:22]([OH:24])=[O:23])=[CH:20][CH:19]=1)[CH2:2][CH2:3][CH2:4][CH2:5][CH2:6][CH2:7][CH2:8][CH2:9][CH2:10][CH2:11][CH2:12][CH2:13][CH2:14][CH2:15][CH3:16].B(F)(F)F.[CH3:31]COCC>CO>[CH2:1]([NH:17][C:18]1[CH:19]=[CH:20][C:21]([C:22]([O:24][CH3:31])=[O:23])=[CH:25][CH:26]=1)[CH2:2][CH2:3][CH2:4][CH2:5][CH2:6][CH2:7][CH2:8][CH2:9][CH2:10][CH2:11][CH2:12][CH2:13][CH2:14][CH2:15][CH3:16] |f:1.2|. Reported procedure: A solution of 50.5 g of 4-(n-hexadecylamino)benzoic acid and 34.4 ml of boron trifluoride etherate in 200 ml of methanol is stirred under reflux for 44 hours, allowed to cool, and is poured into 1.20 liters of ice cold 5% aqueous sodium carbonate solution. The white solid is collected by filtration and recrystallized from benzene-ethanol to yield methyl 4-(n-hexadecylamino)benzoate, mp 92°-93° C. Reactants: NC=1C=C(C=CC1N[C@@H]1CC[C@H](CC1)O)C(F)(F)F (3-amino-4-(trans-4-hydroxycyclohexylamino)benzotrifluoride), C(=O)(N1C=NC=C1)N1C=NC=C1 (1,1′-carbonyldiimidazole), Cl (hydrochloric acid), [OH-].[Na+] (sodium hydroxide). Solvent: C(C)#N (acetonitrile). Run at temperature 60 celsius, time 3 hour. Yields the product O[C@@H]1CC[C@H](CC1)N1C(NC2=C1C=CC(=C2)C(F)(F)F)=O (1-(trans-4-hydroxycyclohexyl)-5-trifluoromethyl-2,3-dihydro-1H-benzimidazol-2-one). The yield is 76.4%. RXN SMILES: [NH2:1][C:2]1[CH:3]=[C:4]([C:16]([F:19])([F:18])[F:17])[CH:5]=[CH:6][C:7]=1[NH:8][C@H:9]1[CH2:14][CH2:13][C@H:12]([OH:15])[CH2:11][CH2:10]1.[C:20](N1C=CN=C1)(N1C=CN=C1)=[O:21].[OH-].[Na+].Cl>C(#N)C>[OH:15][C@H:12]1[CH2:13][CH2:14][C@H:9]([N:8]2[C:7]3[CH:6]=[CH:5][C:4]([C:16]([F:17])([F:18])[F:19])=[CH:3][C:2]=3[NH:1][C:20]2=[O:21])[CH2:10][CH2:11]1 |f:2.3|. Procedure details: To a solution of 3-amino-4-(trans-4-hydroxycyclohexylamino)benzotrifluoride (657 mg) in acetonitrile (7 mL) was added 1,1′-carbonyldiimidazole (1.17 g), and the mixture was stirred at 60° C. under nitrogen atmosphere for 3 hours. After adding 1N-sodium hydroxide solution (5 mL), the mixture was stirred at 60° C. for an hour. The mixture was neutralized with concentrated hydrochloric acid at 0° C. The resulting precipitate was collected by filtration and washed successively with water and diethyl...